From a dataset of the Open Reaction Database (ORD), a public repository of structured organic reaction records. describe an organic reaction: reactants, conditions, products, and yield Reactants: C(C)(=O)O[C@H]1[C@H](O[C@@H]([C@H]([C@@H]1OC(C)=O)O[C@H]1[C@H](OCC=C)[C@@H](OC(C)=O)[C@@H](OC(C)=O)[C@H](O1)COC(C)=O)COC(C)=O)Cl (2,3,6-Tri-O-acetyl-4-O-(3,4,6-tri-O-acetyl-2-O-allyl-β-D-galactopyranosyl)-α-D-glucopyranosyl choride), CO (MeOH), 50W. Reaction conditions: time 2 day. Yields the product C(C=C)O[C@H]1[C@@H](O[C@@H]([C@@H]([C@@H]1O)O)CO)O[C@H]1[C@@H]([C@H]([C@H](OC)O[C@@H]1CO)O)O (Methyl 4-O-(2-O-allyl-β-D-galactopyranosyl)-β-D-glucopyranoside). The yield is 67.0%. As a reaction SMILES: C([O:4][C@@H:5]1[C@@H:10]([O:11]C(=O)C)[C@H:9]([O:15][C@@H:16]2[O:33][C@H:32]([CH2:34][O:35]C(=O)C)[C@H:27]([O:28]C(=O)C)[C@H:22]([O:23]C(=O)C)[C@H:17]2[O:18][CH2:19][CH:20]=[CH2:21])[C@@H:8]([CH2:39][O:40]C(=O)C)[O:7][C@@H:6]1Cl)(=O)C.[CH3:45][OH:46]>>[CH2:19]([O:18][C@@H:17]1[C@@H:22]([OH:23])[C@@H:27]([OH:28])[C@@H:32]([CH2:34][OH:35])[O:33][C@H:16]1[O:15][C@@H:9]1[C@@H:8]([CH2:39][OH:40])[O:7][C@@H:6]([O:46][CH3:45])[C@H:5]([OH:4])[C@H:10]1[OH:11])[CH:20]=[CH2:21]. Reported procedure: Chloride 3 (4.4 g, 6.74 mmol) was dissolved in dry MeOH and left at room temperature for two days. The mixture was neutralized with Dowex 50W (H+) resin, the suspension was filtered and the filtrate was crystallized from EtOH to give 4 (1.8 g, 67%), [α]D−1.8° (c 0.2, H2O), m.p. 22-223° C.; 1H NMR (D2O) δ 5.99 (m, 1H, Hc), 5.36 (m, 1H, Hb), 5.28 (m, 1H, Ha), 4.49 (d, 1H, J1′,2′=7.9 Hz, H-1′), 4.41 (d, 1H, J1,2=8.0 Hz, H-1), 4.34 (m, 1H, Hd), 4.26 (m, 1H, He), 3.99 (broad d, 1H, H-6a), 3.83-3.62 (... Starting materials: [Na] (sodium), [H-].[Na+] (sodium hydride), CS (methyl mercaptan), ClC1=NC(=CN=C1)Cl (2,6-dichloropyrazine). Run in C1=CC=CC=C1 (benzene). Yields the product ClC1=NC(=CN=C1)SC (2-chloro-6-methylthiopyrazine). As a reaction SMILES: [Na].[H-].[Na+].[CH3:4][SH:5].[Cl:6][C:7]1[CH:12]=[N:11][CH:10]=[C:9](Cl)[N:8]=1>C1C=CC=CC=1>[Cl:6][C:7]1[CH:12]=[N:11][CH:10]=[C:9]([S:5][CH3:4])[N:8]=1 |f:1.2,^1:0|. Procedure: A mixture of 0.13 mole of sodium methylmercaptide (prepared from 3.12 g. sodium hydride and excess methyl mercaptan), 20 g. (0.13 mole) of 2,6-dichloropyrazine and 200 ml. benzene is heated at reflux for 24 hours, cooled and washed twice with 50 ml. water. The benzene layer is separated, dried over anhydrous sodium sulfate, filtered and concentrated under reduced pressure. Distillation of the residue gives 2-chloro-6-methylthiopyrazine. The reactants are O=C(Cl)c1ccc([N+](=O)[O-])cc1, Nc1cc([N+](=O)[O-])cnc1N, O, c1ccncc1. The product is Nc1ncc([N+](=O)[O-])cc1NC(=O)c1ccc([N+](=O)[O-])cc1. Reaction SMILES: [N+:12](=[O:13])([O-:14])[c:15]1[cH:16][cH:17][c:18]([C:19](=[O:20])[Cl:21])[cH:22][cH:23]1.[NH2:1][c:2]1[n:3][cH:4][c:5]([N+:9](=[O:10])[O-:11])[cH:6][c:7]1[NH2:8].[OH2:24].[cH:25]1[cH:26][cH:27][n:28][cH:29][cH:30]1>>[NH2:1][c:2]1[n:3][cH:4][c:5]([N+:9](=[O:10])[O-:11])[cH:6][c:7]1[NH:8][C:19]([c:18]1[cH:17][cH:16][c:15]([N+:12](=[O:13])[O-:14])[cH:23][cH:22]1)=[O:20]. Starting materials: CN(C)C=O, Cc1[nH]nc(OC2C=CCCC2)c1-c1ccccc1, ClCCN1CCCCC1, Cl, [H-], [Na+], O. Yields the product Cc1c(-c2ccccc2)c(OC2C=CCCC2)nn1CCN1CCCCC1. As a reaction SMILES: [CH3:33][N:34]([CH3:35])[CH:36]=[O:37].[CH:3]1([O:9][c:10]2[n:11][nH:12][c:13]([CH3:21])[c:14]2-[c:15]2[cH:16][cH:17][cH:18][cH:19][cH:20]2)[CH:4]=[CH:5][CH2:6][CH2:7][CH2:8]1.[Cl:23][CH2:24][CH2:25][N:26]1[CH2:27][CH2:28][CH2:29][CH2:30][CH2:31]1.[ClH:22].[H-:1].[Na+:2].[OH2:32]>>[CH:3]1([O:9][c:10]2[n:11][n:12]([CH2:24][CH2:25][N:26]3[CH2:27][CH2:28][CH2:29][CH2:30][CH2:31]3)[c:13]([CH3:21])[c:14]2-[c:15]2[cH:16][cH:17][cH:18][cH:19][cH:20]2)[CH:4]=[CH:5][CH2:6][CH2:7][CH2:8]1. Starting materials: COC(=O)C(Cc1ccc(-c2ccc(F)c(Cl)c2)cc1)NC(=O)c1cc2cc(Oc3ccc(C(F)(F)F)cc3)ccc2cn1, [Li+], [OH-]. The product is O=C(NC(Cc1ccc(-c2ccc(F)c(Cl)c2)cc1)C(=O)O)c1cc2cc(Oc3ccc(C(F)(F)F)cc3)ccc2cn1. Reaction SMILES: [CH3:1][O:2][C:3]([CH:4]([CH2:5][c:6]1[cH:7][cH:8][c:9](-[c:12]2[cH:13][c:14]([Cl:19])[c:15]([F:18])[cH:16][cH:17]2)[cH:10][cH:11]1)[NH:20][C:21](=[O:22])[c:23]1[n:24][cH:25][c:26]2[cH:27][cH:28][c:29]([O:33][c:34]3[cH:35][cH:36][c:37]([C:40]([F:41])([F:42])[F:43])[cH:38][cH:39]3)[cH:30][c:31]2[cH:32]1)=[O:44].[Li+:46].[OH-:45]>>[O:2]=[C:3]([CH:4]([CH2:5][c:6]1[cH:7][cH:8][c:9](-[c:12]2[cH:13][c:14]([Cl:19])[c:15]([F:18])[cH:16][cH:17]2)[cH:10][cH:11]1)[NH:20][C:21](=[O:22])[c:23]1[n:24][cH:25][c:26]2[cH:27][cH:28][c:29]([O:33][c:34]3[cH:35][cH:36][c:37]([C:40]([F:41])([F:42])[F:43])[cH:38][cH:39]3)[cH:30][c:31]2[cH:32]1)[OH:44]. The reactants are [Li]CCCC, C1CCOC1, CCCCCC, O=C(Cl)COc1ccc(Oc2ccc(C(F)(F)F)cc2)cc1, O=C1CCC(=O)C1, O, c1ccc(-c2ccccn2)nc1. Product: O=C1CCC(=O)C1C(=O)COc1ccc(Oc2ccc(C(F)(F)F)cc2)cc1. Reaction SMILES: [CH2:20]([Li:21])[CH2:22][CH2:23][CH3:24].[CH2:54]1[O:55][CH2:56][CH2:57][CH2:58]1.[CH3:47][CH2:48][CH2:49][CH2:50][CH2:51][CH3:52].[F:25][C:26]([c:27]1[cH:28][cH:29][c:30]([O:31][c:32]2[cH:33][cH:34][c:35]([O:36][CH2:37][C:38](=[O:39])[Cl:40])[cH:41][cH:42]2)[cH:43][cH:44]1)([F:45])[F:46].[O:1]=[C:2]1[CH2:3][CH2:4][C:5](=[O:6])[CH2:7]1.[OH2:53].[n:8]1[cH:9][cH:10][cH:11][cH:12][c:13]1-[c:14]1[cH:15][cH:16][cH:17][cH:18][n:19]1>>[O:1]=[C:2]1[CH2:3][CH2:4][C:5](=[O:6])[CH:7]1[C:38]([CH2:37][O:36][c:35]1[cH:34][cH:33][c:32]([O:31][c:30]2[cH:29][cH:28][c:27]([C:26]([F:25])([F:45])[F:46])[cH:44][cH:43]2)[cH:42][cH:41]1)=[O:39]. The reactants are C(=O)(OCC)C1(OC(=C(C1=O)O)C)C (2-carbethoxy-2,5-dimethyl-3-oxo-4-hydroxy-2H-furan), [OH-].[Na+] (sodium hydroxide), Cl (hydrochloric acid). The solvent is O (water). Reaction conditions: temperature 30 celsius. Yields the product OC=1C(C(OC1C)C)=O (4-hydroxy-2,5-dimethyl-3-oxo-2H-furan). The yield is 71.2%. As a reaction SMILES: [C:1]([C:6]1(C)[C:10](=[O:11])[C:9]([OH:12])=[C:8]([CH3:13])[O:7]1)(OCC)=O.[OH-].[Na+].Cl>O>[OH:11][C:10]1[C:9](=[O:12])[CH:8]([CH3:13])[O:7][C:6]=1[CH3:1] |f:1.2|. Procedure details: A solution of 9 g of 2-carbethoxy-2,5-dimethyl-3-oxo-4-hydroxy-2H-furan and 5.4 g of sodium hydroxide in 50 ml of water is kept at room temperature under nitrogen for 20 hours. The reaction mixture is acidified with hydrochloric acid, then stirred at 30° C. for an hour and continuously extracted for 6 hours with ether. The ether extract is dried and the solvent is removed under vacuum, the residue is dissolved in a mixture of 5 ml of dry ether and 5 ml of dry pentane. The solution is cooled to -... The reactants are O=C([O-])[O-], CCOC(=O)CCCBr, CCNc1cccc(C)c1, CCOC(C)=O, [K+], [K+], CN(C)C=O. Yields the product CCOC(=O)CCCN(CC)c1cccc(C)c1. RXN SMILES: [C:10](=[O:11])([O-:12])[O-:13].[CH2:1]([CH3:2])[O:3][C:4]([CH2:5][CH2:6][CH2:7][Br:8])=[O:9].[CH2:21]([CH3:22])[NH:23][c:24]1[cH:25][c:26]([CH3:30])[cH:27][cH:28][cH:29]1.[CH3:31][CH2:32][O:33][C:34](=[O:35])[CH3:36].[K+:14].[K+:15].[O:16]=[CH:17][N:18]([CH3:19])[CH3:20]>>[CH2:1]([CH3:2])[O:3][C:4]([CH2:5][CH2:6][CH2:7][N:23]([CH2:21][CH3:22])[c:24]1[cH:25][c:26]([CH3:30])[cH:27][cH:28][cH:29]1)=[O:9]. Starting materials: CC(COc1ccc(C#N)cc1)NC(=O)CNc1ccc(Cl)cc1, ClCCl, O=C(Cl)OCc1ccccc1, O. The product is CC(COc1ccc(C#N)cc1)NC(=O)CN(C(=O)OCc1ccccc1)c1ccc(Cl)cc1. As a reaction SMILES: [C:12](#[N:13])[c:14]1[cH:15][cH:16][c:17]([O:18][CH2:19][CH:20]([CH3:21])[NH:22][C:23]([CH2:24][NH:25][c:26]2[cH:27][cH:28][c:29]([Cl:32])[cH:30][cH:31]2)=[O:33])[cH:34][cH:35]1.[CH2:37]([Cl:38])[Cl:39].[Cl:1][C:2](=[O:3])[O:4][CH2:5][c:6]1[cH:7][cH:8][cH:9][cH:10][cH:11]1.[OH2:36]>>[C:2](=[O:3])([O:4][CH2:5][c:6]1[cH:7][cH:8][cH:9][cH:10][cH:11]1)[N:25]([CH2:24][C:23]([NH:22][CH:20]([CH2:19][O:18][c:17]1[cH:16][cH:15][c:14]([C:12]#[N:13])[cH:35][cH:34]1)[CH3:21])=[O:33])[c:26]1[cH:27][cH:28][c:29]([Cl:32])[cH:30][cH:31]1.